From a dataset of the Open Reaction Database (ORD), a public repository of structured organic reaction records. describe an organic reaction: reactants, conditions, products, and yield Starting materials: ClCCl, Cc1nc(-c2ccc(Cl)cc2)sc1C(=O)NCC1CN(c2ccccc2C(=O)OC(C)(C)C)CCO1, O=C(O)C(F)(F)F. The product is Cc1nc(-c2ccc(Cl)cc2)sc1C(=O)NCC1CN(c2ccccc2C(=O)O)CCO1. Reaction SMILES: [Cl:44][CH2:45][Cl:46].[Cl:8][c:9]1[cH:10][cH:11][c:12](-[c:15]2[s:16][c:17]([C:21](=[O:22])[NH:23][CH2:24][CH:25]3[O:26][CH2:27][CH2:28][N:29]([c:31]4[c:32]([C:33](=[O:34])[O:35][C:36]([CH3:37])([CH3:38])[CH3:39])[cH:40][cH:41][cH:42][cH:43]4)[CH2:30]3)[c:18]([CH3:20])[n:19]2)[cH:13][cH:14]1.[OH:1][C:2]([C:3]([F:4])([F:5])[F:6])=[O:7]>>[Cl:8][c:9]1[cH:10][cH:11][c:12](-[c:15]2[s:16][c:17]([C:21](=[O:22])[NH:23][CH2:24][CH:25]3[O:26][CH2:27][CH2:28][N:29]([c:31]4[c:32]([C:33](=[O:34])[OH:35])[cH:40][cH:41][cH:42][cH:43]4)[CH2:30]3)[c:18]([CH3:20])[n:19]2)[cH:13][cH:14]1. Reactants: C(=O)([O-])C(O)C(O)C(=O)[O-].[K+].[Na+] (sodium potassium tartrate), [Si](C)(C)(C(C)(C)C)OC[C@@H](C)OC[C@@H](C(=O)OC)OC1=C2C(=NC=N1)N(N=C2)C2=NC=CC=C2Cl ((2S)-methyl 3-((R)-1-(tert-butyldimethylsilyloxy)propan-2-yloxy)-2-(1-(3-chloropyridin-2-yl)-1H-pyrazolo[3,4-d]pyrimidin-4-yloxy)propanoate), C[Al](C)C (Trimethylaluminium), ClC=1C=CC(=NC1)N (5-chloropyridin-2-amine). The solvent is CCOC(=O)C (EtOAc), C1(=CC=CC=C1)C (toluene), C1(=CC=CC=C1)C (toluene). Reaction conditions: temperature 0 celsius, time 20 minute. Yields the product [Si](C)(C)(C(C)(C)C)OC[C@@H](C)OC[C@@H](C(=O)NC1=NC=C(C=C1)Cl)OC1=C2C(=NC=N1)N(N=C2)C2=NC=CC=C2Cl ((2S)-3-((R)-1-(tert-butyldimethylsilyloxy)propan-2-yloxy)-N-(5-chloropyridin-2-yl)-2-(1-(3-chloropyridin-2-yl)-1H-pyrazolo[3,4-d]pyrimidin-4-yloxy)propanamide). Yield: 77.5%. As a reaction SMILES: C[Al](C)C.[Cl:5][C:6]1[CH:7]=[CH:8][C:9]([NH2:12])=[N:10][CH:11]=1.[Si:13]([O:20][CH2:21][C@H:22]([O:24][CH2:25][C@H:26]([O:31][C:32]1[N:37]=[CH:36][N:35]=[C:34]2[N:38]([C:41]3[C:46]([Cl:47])=[CH:45][CH:44]=[CH:43][N:42]=3)[N:39]=[CH:40][C:33]=12)[C:27](OC)=[O:28])[CH3:23])([C:16]([CH3:19])([CH3:18])[CH3:17])([CH3:15])[CH3:14].C(C(C(C([O-])=O)O)O)([O-])=O.[K+].[Na+]>C1(C)C=CC=CC=1.CCOC(C)=O>[Si:13]([O:20][CH2:21][C@H:22]([O:24][CH2:25][C@H:26]([O:31][C:32]1[N:37]=[CH:36][N:35]=[C:34]2[N:38]([C:41]3[C:46]([Cl:47])=[CH:45][CH:44]=[CH:43][N:42]=3)[N:39]=[CH:40][C:33]=12)[C:27]([NH:12][C:9]1[CH:8]=[CH:7][C:6]([Cl:5])=[CH:11][N:10]=1)=[O:28])[CH3:23])([C:16]([CH3:19])([CH3:18])[CH3:17])([CH3:15])[CH3:14] |f:3.4.5|. Reported procedure: Trimethylaluminium (2M in Hexanes) (0.551 mL, 1.10 mmol) was added to 5-chloropyridin-2-amine (135 mg, 1.05 mmol) in toluene (5 mL) cooled to 0° C. under nitrogen. The resulting solution was stirred at 0° C. for 20 minutes. (2S)-methyl 3-((R)-1-(tert-butyldimethylsilyloxy)propan-2-yloxy)-2-(1-(3-chloropyridin-2-yl)-1H-pyrazolo[3,4-d]pyrimidin-4-yloxy)propanoate (Intermediate AN2) (500 mg, 0.96 mmol) in toluene (5 mL) was added and the reaction was allowed to warm to room temperature and then hea... Reactants: COCOC1CN(C(=O)OC(C)(C)C)CCC1CO, ClCCl. Product: COCOC1CN(C(=O)OC(C)(C)C)CCC1C=O. Reaction SMILES: [C:1]([CH3:2])([CH3:3])([CH3:4])[O:5][C:6](=[O:7])[N:8]1[CH2:9][CH:10]([O:16][CH2:17][O:18][CH3:19])[CH:11]([CH2:14][OH:15])[CH2:12][CH2:13]1.[Cl:20][CH2:21][Cl:22]>>[C:1]([CH3:2])([CH3:3])([CH3:4])[O:5][C:6](=[O:7])[N:8]1[CH2:9][CH:10]([O:16][CH2:17][O:18][CH3:19])[CH:11]([CH:14]=[O:15])[CH2:12][CH2:13]1. Reactants: C(C)OC(C)(O)OCC (1,1-diethoxyethanol), [H-].[Na+] (NaH), C(C(C)=C)Cl (methallyl chloride). The solvent is C1CCOC1 (THF), C1CCOC1 (THF). Yields the product C(C(C)=C)OC(C)(OCC)OCC (1,1-diethoxyethyl methallyl ether). The yield is 90.0%. As a reaction SMILES: [H-].[Na+].[CH2:3]([O:5][C:6]([O:9][CH2:10][CH3:11])([OH:8])[CH3:7])[CH3:4].[CH2:12](Cl)[C:13](=[CH2:15])[CH3:14]>C1COCC1>[CH2:12]([O:8][C:6]([O:9][CH2:10][CH3:11])([O:5][CH2:3][CH3:4])[CH3:7])[C:13](=[CH2:15])[CH3:14] |f:0.1|. Procedure details: To a cold (0° C.) suspension of NaH (2.68 g, 60%) in THF (150 mL) was added a solution of 1,1-diethoxyethanol [which was prepared according to the literature procedure of Zirkle, C. L. et. al. J. Org. Chem. 1961, 26, 395-407] (9.00 g) in THF (20 mL), and the reaction mixture was stirred at room temperature for 1 hour before adding methallyl chloride (8.0 mL). The reaction mixture was heated to reflux overnight, cooled and filtered through a plug of celite. Solvent was removed by rotary evaporati... The reactants are Br, CN=C=O, NC1=NC(=CCC(=O)Nc2ccc(Cl)cc2)CS1, O, c1ccncc1. The product is CNC(=O)NC1=NC(=CCC(=O)Nc2ccc(Cl)cc2)CS1. As a reaction SMILES: [BrH:1].[CH3:26][N:27]=[C:28]=[O:29].[NH2:2][C:3]1=[N:7][C:6](=[CH:8][CH2:9][C:10]([NH:11][c:12]2[cH:13][cH:14][c:15]([Cl:18])[cH:16][cH:17]2)=[O:19])[CH2:5][S:4]1.[OH2:30].[cH:20]1[cH:21][cH:22][n:23][cH:24][cH:25]1>>[NH:2]([C:3]1=[N:7][C:6](=[CH:8][CH2:9][C:10]([NH:11][c:12]2[cH:13][cH:14][c:15]([Cl:18])[cH:16][cH:17]2)=[O:19])[CH2:5][S:4]1)[C:28]([NH:27][CH3:26])=[O:29]. Starting materials: NC(C(O)C1=CC(=CC=C1)Cl)CC1=CC(=CC=C1)C(C)(C)C ((1RS,2SR)-2-amino-3-[3-(tert-butyl)phenyl]-1-(3-chlorophenyl)-1-propanol), FC1=CC=C(C2=CC=CC=C12)C(=O)O (4-fluoronaphthalene-1-carboxylic acid), O.ON1N=NC2=C1C=CC=C2 (1-hydroxybenzotriazole monohydrate), Cl.C(C)N=C=NCCCN(C)C (1-ethyl-3-(3-dimethylaminopropyl)carbodiimide hydrochloride). Solvent: C(C)(=O)OCC (ethyl acetate), CN(C=O)C (N,N-dimethylformamide). Conditions: time 8 hour. The product is C(C)(C)(C)C=1C=C(CC(C(O)C2=CC(=CC=C2)Cl)NC(=O)C2=CC=C(C3=CC=CC=C23)F)C=CC1 (N-[(1RS,2SR)-1-[3-(tert-butyl)benzyl]-2-(3-chlorophenyl)-2-hydroxyethyl]-4-fluoro-1-naphthamide). Yield: 53.0%. As a reaction SMILES: [NH2:1][CH:2]([CH2:12][C:13]1[CH:18]=[CH:17][CH:16]=[C:15]([C:19]([CH3:22])([CH3:21])[CH3:20])[CH:14]=1)[CH:3]([C:5]1[CH:10]=[CH:9][CH:8]=[C:7]([Cl:11])[CH:6]=1)[OH:4].[F:23][C:24]1[C:33]2[C:28](=[CH:29][CH:30]=[CH:31][CH:32]=2)[C:27]([C:34](O)=[O:35])=[CH:26][CH:25]=1.O.ON1C2C=CC=CC=2N=N1.Cl.C(N=C=NCCCN(C)C)C>CN(C)C=O.C(OCC)(=O)C>[C:19]([C:15]1[CH:14]=[C:13]([CH:18]=[CH:17][CH:16]=1)[CH2:12][CH:2]([NH:1][C:34]([C:27]1[C:28]2[C:33](=[CH:32][CH:31]=[CH:30][CH:29]=2)[C:24]([F:23])=[CH:25][CH:26]=1)=[O:35])[CH:3]([C:5]1[CH:10]=[CH:9][CH:8]=[C:7]([Cl:11])[CH:6]=1)[OH:4])([CH3:22])([CH3:21])[CH3:20] |f:2.3,4.5|. Procedure details: To a solution of (1RS,2SR)-2-amino-3-[3-(tert-butyl)phenyl]-1-(3-chlorophenyl)-1-propanol (0.30 g, 0.944 mmol) in N,N-dimethylformamide (5 ml) were added 4-fluoronaphthalene-1-carboxylic acid (0.189 g, 0.99 mmol) and 1-hydroxybenzotriazole monohydrate (0.152 g, 0.99 mmol), and 1-ethyl-3-(3-dimethylaminopropyl)carbodiimide hydrochloride (0.190 g, 0.99 mmol) was finally added. The mixture was stirred at room temperature overnight. The mixture was diluted with ethyl acetate, washed with saturated a... Reactants: COC(OC)N(C)C, CN(C)C=O, Cc1nc2ccc(F)cc2c(=O)n1-c1ccccc1Cl. Yields the product CN(C)C=Cc1nc2ccc(F)cc2c(=O)n1-c1ccccc1Cl. As a reaction SMILES: [CH3:21][O:22][CH:23]([N:24]([CH3:25])[CH3:26])[O:27][CH3:28].[CH3:29][N:30]([CH3:31])[CH:32]=[O:33].[Cl:1][c:2]1[c:3](-[n:8]2[c:9]([CH3:20])[n:10][c:11]3[cH:12][cH:13][c:14]([F:19])[cH:15][c:16]3[c:17]2=[O:18])[cH:4][cH:5][cH:6][cH:7]1>>[Cl:1][c:2]1[c:3](-[n:8]2[c:9]([CH:20]=[CH:23][N:24]([CH3:25])[CH3:26])[n:10][c:11]3[cH:12][cH:13][c:14]([F:19])[cH:15][c:16]3[c:17]2=[O:18])[cH:4][cH:5][cH:6][cH:7]1.